Task: describe an organic reaction: reactants, conditions, products, and yield. Dataset: the Open Reaction Database (ORD), a public repository of structured organic reaction records Yields the product COc1c(C=Cc2cccc(CCCN)c2)ccc2ccccc12. As a reaction SMILES: [CH3:1][O:2][c:3]1[c:4]([CH:13]=[CH:14][c:15]2[cH:16][c:17]([CH2:21][CH2:22][CH2:23][N:24]3[C:25](=[O:26])[c:27]4[c:28]([cH:29][cH:30][cH:31][cH:32]4)[C:33]3=[O:34])[cH:18][cH:19][cH:20]2)[cH:5][cH:6][c:7]2[cH:8][cH:9][cH:10][cH:11][c:12]12.[CH3:35][OH:36]>>[CH3:1][O:2][c:3]1[c:4]([CH:13]=[CH:14][c:15]2[cH:16][c:17]([CH2:21][CH2:22][CH2:23][NH2:24])[cH:18][cH:19][cH:20]2)[cH:5][cH:6][c:7]2[cH:8][cH:9][cH:10][cH:11][c:12]12. The reactants are COc1c(C=Cc2cccc(CCCN3C(=O)c4ccccc4C3=O)c2)ccc2ccccc12, CO. Yields the product CN1CCN(c2ccc(N)cc2)CC1. As a reaction SMILES: [CH3:19][CH2:20][OH:21].[CH3:1][N:2]1[CH2:3][CH2:4][N:5]([c:8]2[cH:9][cH:10][c:11]([N+:14]([O-:15])=[O:16])[cH:12][cH:13]2)[CH2:6][CH2:7]1.[H:17][H:18]>>[CH3:1][N:2]1[CH2:3][CH2:4][N:5]([c:8]2[cH:9][cH:10][c:11]([NH2:14])[cH:12][cH:13]2)[CH2:6][CH2:7]1. Starting materials: CCO, CN1CCN(c2ccc([N+](=O)[O-])cc2)CC1, [H][H]. The reactants are crude mixture, C(OC(C1=CC=C(C=C1)C1=CC=C(C=C1)C(F)(F)F)C1=NC=CC=C1)([O-])=O (2-pyridyl-[4-[4-(trifluoromethyl)-phenyl]-phenyl]-methyl carbonate), FC(C1=CC=C(C=C1)C1=CC=C(C=C1)C1=C(C(N(C=C1)C(=O)[O-])=O)C)(F)F ([4-[4-(trifluoromethyl)-phenyl]-phenyl]-methyl-2-oxopyridine-1-carboxylate), N[C@H]([C@@H](O)C)C(=O)O (D-threonine), C(=O)(O)[O-].[Na+] (NaHCO3). Run in C1CCOC1 (THF), O (H2O). Run at time 15 hour. Yields the product O[C@H]([C@H](C(=O)O)N(C(=O)OC)C1=CC=C(C=C1)C1=CC=C(C=C1)C(F)(F)F)C ((2R,3S)-3-hydroxy-2-[[4-[4-(trifluoromethyl)-phenyl]-phenyl]-methoxycarbonylamino]-butanoic acid). Reaction SMILES: [NH2:1][C@@H:2]([C:6]([OH:8])=[O:7])[C@H:3]([CH3:5])[OH:4].C([O-])(O)=O.[Na+].[C:14](=O)([O-:39])[O:15][CH:16](C1C=CC=CN=1)C1C=CC(C2C=CC(C(F)(F)F)=CC=2)=CC=1.[F:41][C:42]([F:67])([F:66])[C:43]1[CH:48]=[CH:47][C:46]([C:49]2[CH:54]=[CH:53][C:52](C3C=CN(C([O-])=O)C(=O)C=3C)=[CH:51][CH:50]=2)=[CH:45][CH:44]=1>O.C1COCC1>[OH:4][C@@H:3]([CH3:5])[C@@H:2]([N:1]([C:52]1[CH:51]=[CH:50][C:49]([C:46]2[CH:45]=[CH:44][C:43]([C:42]([F:41])([F:66])[F:67])=[CH:48][CH:47]=2)=[CH:54][CH:53]=1)[C:14]([O:15][CH3:16])=[O:39])[C:6]([OH:8])=[O:7] |f:1.2|. Procedure: To a stirred mixture of D-threonine (0.063 g, 0.53 mmol) and NaHCO3 (0.067 g, 0.8 mmol) in H2O (3.0 mL), the crude mixture containing 2-pyridyl-[4-[4-(trifluoromethyl)-phenyl]-phenyl]-methyl carbonate and [4-[4-(trifluoromethyl)-phenyl]-phenyl]-methyl-2-oxopyridine-1-carboxylate (0.3 g, 0.8 mmol) in THF (3.0 mL) was added. After 15 h at rt, the crude mixture was rotary evaporated to remove the organics and subsequently extracted with Et2O (3×5 mL). The aqueous phase was acidified with 2.0 M HCl ... Conditions: temperature 65 celsius, time 5 hour. The reactants are ClC=1C=C(SC1)N=C=O (4-chloro-2-thienyl isocyanate), CN1CC(=O)N=C1N (creatinine), O (water). The product is ClC=1C=C(SC1)NC(=O)N=C1N(CC(N1)=O)C (1-(4-Chloro-2-thienyl)-3-(tetrahydro-1-methyl-4-oxo-1H-imidazol-2-ylidene) urea). Solvent: C1(=CC=CC=C1)C (toluene), CN(C)C=O (DMF). Procedure: To 3.0 g (26.5 mM) of creatinine in 50 ml of anhydrous DMF was added with stirring a solution of 4-chloro-2-thienyl isocyanate in 25 ml of toluene. After stirring at 65° C. for 5 hrs., the mixture was cooled, added to 200 ml of water and filtered to separate a precipitate, which was recrystallized from ethanol and then ethyl acetate to give 1.0 g of the above urea as a light tan solid, m.p. 203°-204° C. (dec.) containing 1/8 mole of ethyl acetate of recrystallization. As a reaction SMILES: [CH3:1][N:2]1[C:7]([NH2:8])=[N:6][C:4](=[O:5])[CH2:3]1.[Cl:9][C:10]1[CH:11]=[C:12]([N:15]=[C:16]=[O:17])[S:13][CH:14]=1.O>CN(C=O)C.C1(C)C=CC=CC=1>[Cl:9][C:10]1[CH:11]=[C:12]([NH:15][C:16]([N:8]=[C:7]2[NH:6][C:4](=[O:5])[CH2:3][N:2]2[CH3:1])=[O:17])[S:13][CH:14]=1. Yields the product COc1cc(CC2CN(Cc3ccccc3)CCN2C(=O)c2cc(C(F)(F)F)cc(C(F)(F)F)c2)ccc1OS(=O)(=O)C(F)(F)F. The reactants are COc1cc(CC2CN(Cc3ccccc3)CCN2C(=O)c2cc(C(F)(F)F)cc(C(F)(F)F)c2)ccc1O, CN(C)c1ccncc1, ClCCl, Cl, O=S(=O)(OS(=O)(=O)C(F)(F)F)C(F)(F)F, O, Cc1cccc(C)n1. Reaction SMILES: [CH2:16]([c:17]1[cH:18][cH:19][cH:20][cH:21][cH:22]1)[N:23]1[CH2:24][CH:25]([CH2:45][c:46]2[cH:47][c:48]([O:53][CH3:54])[c:49]([OH:52])[cH:50][cH:51]2)[N:26]([C:29]([c:30]2[cH:31][c:32]([C:40]([F:41])([F:42])[F:43])[cH:33][c:34]([C:36]([F:37])([F:38])[F:39])[cH:35]2)=[O:44])[CH2:27][CH2:28]1.[CH3:64][N:65]([CH3:66])[c:67]1[cH:68][cH:69][n:70][cH:71][cH:72]1.[Cl:73][CH2:74][Cl:75].[ClH:63].[F:1][C:2]([F:3])([F:4])[S:5]([O:6][S:7](=[O:8])(=[O:9])[C:10]([F:11])([F:12])[F:13])(=[O:14])=[O:15].[OH2:76].[n:55]1[c:56]([CH3:57])[cH:58][cH:59][cH:60][c:61]1[CH3:62]>>[O:6]([S:7](=[O:8])(=[O:9])[C:10]([F:11])([F:12])[F:13])[c:49]1[c:48]([O:53][CH3:54])[cH:47][c:46]([CH2:45][CH:25]2[CH2:24][N:23]([CH2:16][c:17]3[cH:18][cH:19][cH:20][cH:21][cH:22]3)[CH2:28][CH2:27][N:26]2[C:29]([c:30]2[cH:31][c:32]([C:40]([F:41])([F:42])[F:43])[cH:33][c:34]([C:36]([F:37])([F:38])[F:39])[cH:35]2)=[O:44])[cH:51][cH:50]1.